This data is from the Open Reaction Database (ORD), a public repository of structured organic reaction records. The task is: describe an organic reaction: reactants, conditions, products, and yield Starting materials: C(C=C)O (allyl alcohol), C(C=1C(C(=O)O)=CC=CC1)(=O)O (phthalic acid), C(C(C)C)O (isobutanol), C1(=CC=CC=C1)P(C1=CC=CC=C1)C1=CC=CC=C1 (triphenylphosphine). Reagents/catalysts: [C-]#[O+].[C-]#[O+].[C-]#[O+].[C-]#[O+].[C-]#[O+].[C-]#[O+].[C-]#[O+].[C-]#[O+].[C-]#[O+].[C-]#[O+].[C-]#[O+].[C-]#[O+].[C-]#[O+].[C-]#[O+].[C-]#[O+].[C-]#[O+].[Rh].[Rh].[Rh].[Rh].[Rh].[Rh] (hexarhodium hexadecacarbonyl). Yields the product C(C(C)C)OC1OCCC1 (2-isobutoxytetrahydrofuran). Yield: 49.0%. As a reaction SMILES: C(O)C=C.[CH2:5]([OH:9])[CH:6]([CH3:8])[CH3:7].C1(P(C2C=CC=CC=2)C2C=CC=CC=2)C=CC=CC=1.[C:29]([OH:40])(=O)[C:30]1[C:31](=CC=CC=1)[C:32](O)=O>[C-]#[O+].[C-]#[O+].[C-]#[O+].[C-]#[O+].[C-]#[O+].[C-]#[O+].[C-]#[O+].[C-]#[O+].[C-]#[O+].[C-]#[O+].[C-]#[O+].[C-]#[O+].[C-]#[O+].[C-]#[O+].[C-]#[O+].[C-]#[O+].[Rh].[Rh].[Rh].[Rh].[Rh].[Rh]>[CH2:5]([O:9][CH:29]1[CH2:30][CH2:31][CH2:32][O:40]1)[CH:6]([CH3:8])[CH3:7] |f:4.5.6.7.8.9.10.11.12.13.14.15.16.17.18.19.20.21.22.23.24.25|. Procedure details: The autoclave is charged with 50.0 g. of allyl alcohol (861 mmol.), 111.7 g. of isobutanol (1.50 mol.). 0.202 g. of hexarhodium hexadecacarbonyl (0.189 mmol.. 1.14 meq. Rh), 9.6 of triphenylphosphine (36.6 mmol.) and 2.86 g. of phthalic acid (17.2 mmol.), then heated at 125° C. under replenished 800-1200 psi 1:1 H2 /CO for one hour. Quantitative glpc analysis of the product mixture shows the presence of 61.0 g. 2-isobutoxytetrahydrofuran (49% yield) identified based on ir, nmr. and mass spectra ... Reported procedure: To the Grignard reagent prepared from 2.4 g. of magnesium turnings and 15.7 g. of bromobenzene in diethyl ether there is added dropwise an ethereal solution of 33.7 g. of cis-3-acetyl-1-benzyl-2-(p-methoxybenzyl)piperidine. After this addition is completed, the reaction mixture is stirred and refluxed for 4 hours and poured into aqueous ammonium chloride solution. The ether layer is separated, dried, and filtered. The filtrate is evaporated to dryness under reduced pressure to yield cis-1-benzyl... Yields the product C(C1=CC=CC=C1)N1[C@H]([C@H](CCC1)C(O)(C1=CC=CC=C1)C)CC1=CC=C(C=C1)OC (cis-1-benzyl-2-(p-methoxybenzyl)-α-methyl-α-phenyl-3-piperidinemethanol). As a reaction SMILES: [Mg].Br[C:3]1[CH:8]=[CH:7]C=[CH:5][CH:4]=1.[C:9]([C@H:12]1[CH2:17][CH2:16][CH2:15][N:14]([CH2:18][C:19]2[CH:24]=[CH:23][CH:22]=[CH:21][CH:20]=2)[C@H:13]1[CH2:25][C:26]1[CH:31]=[CH:30][C:29]([O:32][CH3:33])=[CH:28][CH:27]=1)(=[O:11])[CH3:10].[Cl-].[NH4+].[CH2:36](OCC)C>>[CH2:18]([N:14]1[CH2:15][CH2:16][CH2:17][C@H:12]([C:9]([CH3:36])([C:10]2[CH:7]=[CH:8][CH:3]=[CH:4][CH:5]=2)[OH:11])[C@@H:13]1[CH2:25][C:26]1[CH:27]=[CH:28][C:29]([O:32][CH3:33])=[CH:30][CH:31]=1)[C:19]1[CH:24]=[CH:23][CH:22]=[CH:21][CH:20]=1 |f:3.4|. The reactants are Grignard reagent, BrC1=CC=CC=C1 (bromobenzene), C(C)OCC (diethyl ether), C(C)(=O)[C@@H]1[C@@H](N(CCC1)CC1=CC=CC=C1)CC1=CC=C(C=C1)OC (cis-3-acetyl-1-benzyl-2-(p-methoxybenzyl)piperidine), [Mg] (magnesium), [Cl-].[NH4+] (ammonium chloride). The yield is 24.1%. Starting materials: ClC1=NC=C(C(=N1)N(CCCO)C)C (3-[(2-chloro-5-methyl-4-pyrimidinyl)(methyl)amino]-1-propanol), OC=1C=C2C=CNC2=CC1 (5-hydroxyindole), C1(=CC=CC=C1)P(C1=CC=CC=C1)C1=CC=CC=C1 (triphenylphosphine), N(=NC(=O)N1CCCCC1)C(=O)N1CCCCC1 (1,1′-(azodicarbonyl)dipiperidine). Reported procedure: To a solution of 3-[(2-chloro-5-methyl-4-pyrimidinyl)(methyl)amino]-1-propanol (0.316 g, 1.47 mmol) (prepared in similar fashion as Example 83) and 5-hydroxyindole (0.195 g, 1.47 mmol) in dichloromethane (7 mL) was added triphenylphosphine (1.15 g, 4.40 mmol) and 1,1′-(azodicarbonyl)dipiperidine (1.11 g, 4.40 mmol) under argon. The golden yellow mixture was stirred at rt for 24 h. The desired product (0.117 g, 24%) was obtained after column chromatography (50% hexanes in EtOAc). LC/MS m/z 331.3 ... Product: ClC1=NC=C(C(=N1)N(C)CCCOC=1C=C2C=CNC2=CC1)C ((2-chloro-5-methyl-pyrimidin-4-yl)-[3-(1H-indol-5-yloxy)-propyl]-methyl-amine). The solvent is hexanes, CCOC(=O)C (EtOAc), ClCCl (dichloromethane). Reaction SMILES: [Cl:1][C:2]1[N:7]=[C:6]([N:8]([CH3:13])[CH2:9][CH2:10][CH2:11][OH:12])[C:5]([CH3:14])=[CH:4][N:3]=1.O[C:16]1[CH:17]=[C:18]2[C:22](=[CH:23][CH:24]=1)[NH:21][CH:20]=[CH:19]2.C1(P(C2C=CC=CC=2)C2C=CC=CC=2)C=CC=CC=1.N(C(N1CCCCC1)=O)=NC(N1CCCCC1)=O>ClCCl.CCOC(C)=O>[Cl:1][C:2]1[N:7]=[C:6]([N:8]([CH2:9][CH2:10][CH2:11][O:12][C:16]2[CH:17]=[C:18]3[C:22](=[CH:23][CH:24]=2)[NH:21][CH:20]=[CH:19]3)[CH3:13])[C:5]([CH3:14])=[CH:4][N:3]=1. Conditions: time 24 hour.